Dataset: the Open Reaction Database (ORD), a public repository of structured organic reaction records. Task: describe an organic reaction: reactants, conditions, products, and yield The reactants are CC(C)(C)O, CC(=O)O, Cc1cc(O)ccc1Cl, O=S(=O)(O)O. Product: Cc1cc(O)c(C(C)(C)C)cc1Cl. RXN SMILES: [CH3:10][C:11]([CH3:12])([CH3:13])[OH:14].[CH3:20][C:21](=[O:22])[OH:23].[Cl:1][c:2]1[c:3]([CH3:9])[cH:4][c:5]([OH:8])[cH:6][cH:7]1.[S:15](=[O:16])(=[O:17])([OH:18])[OH:19]>>[Cl:1][c:2]1[c:3]([CH3:9])[cH:4][c:5]([OH:8])[c:6]([C:11]([CH3:10])([CH3:12])[CH3:13])[cH:7]1. The reactants are [Al+3], CC(Br)C(=O)N(c1ccccc1)C1CCN(C)CC1, [Cl-], [Cl-], [Cl-], [Na+], [OH-], O. Product: CC1C(=O)N(C2CCN(C)CC2)c2ccccc21. As a reaction SMILES: [Al+3:21].[Br:1][CH:2]([C:3](=[O:4])[N:5]([c:6]1[cH:7][cH:8][cH:9][cH:10][cH:11]1)[CH:12]1[CH2:13][CH2:14][N:15]([CH3:18])[CH2:16][CH2:17]1)[CH3:19].[Cl-:20].[Cl-:22].[Cl-:23].[Na+:25].[OH-:24].[OH2:26]>>[CH:2]1([CH3:19])[C:3](=[O:4])[N:5]([CH:12]2[CH2:13][CH2:14][N:15]([CH3:18])[CH2:16][CH2:17]2)[c:6]2[cH:7][cH:8][cH:9][cH:10][c:11]21. Starting materials: NC1=CC=C(C=C1)C1=CC=C2CN(C(C2=C1)=O)[C@H](C(=O)OC)C(C)C ((S)-Methyl 2-(6-(4-aminophenyl)-1-oxoisoindolin-2-yl)-3-methylbutanoate), C1(=CC=CC=C1)C1=CN=C(S1)C(=O)OCC (ethyl 5-phenylthiazole-2-carboxylate), solution, C[Al](C)C (AlMe3). Solvent: C1(=CC=CC=C1)C (toluene). Reaction conditions: temperature 80 celsius. The product is CC([C@@H](C(=O)OC)N1C(C2=CC(=CC=C2C1)C1=CC=C(C=C1)NC(=O)C=1SC(=CN1)C1=CC=CC=C1)=O)C ((S)-Methyl 3-methyl-2-(1-oxo-6-(4-(5-phenylthiazole-2-carboxamido)phenyl)isoindolin-2-yl)butanoate). The yield is 29.0%. RXN SMILES: [NH2:1][C:2]1[CH:7]=[CH:6][C:5]([C:8]2[CH:16]=[C:15]3[C:11]([CH2:12][N:13]([C@@H:18]([CH:23]([CH3:25])[CH3:24])[C:19]([O:21][CH3:22])=[O:20])[C:14]3=[O:17])=[CH:10][CH:9]=2)=[CH:4][CH:3]=1.[C:26]1([C:32]2[S:36][C:35]([C:37](OCC)=[O:38])=[N:34][CH:33]=2)[CH:31]=[CH:30][CH:29]=[CH:28][CH:27]=1.C[Al](C)C>C1(C)C=CC=CC=1>[CH3:24][CH:23]([CH3:25])[C@H:18]([N:13]1[CH2:12][C:11]2[C:15](=[CH:16][C:8]([C:5]3[CH:4]=[CH:3][C:2]([NH:1][C:37]([C:35]4[S:36][C:32]([C:26]5[CH:27]=[CH:28][CH:29]=[CH:30][CH:31]=5)=[CH:33][N:34]=4)=[O:38])=[CH:7][CH:6]=3)=[CH:9][CH:10]=2)[C:14]1=[O:17])[C:19]([O:21][CH3:22])=[O:20]. Procedure details: To a solution of the compound of example 6 (405 mg, 1.2 mmol) and ethyl 5-phenylthiazole-2-carboxylate (233 mg, 1 mmol) in toluene (15 mL) in a sealed tube, was added 2M solution of AlMe3 (135 mg, 1.875 mmol) and the reaction mixture was heated at 80° C. for 2 h. After completion of the reaction, the reaction mixture was cooled to room temperature and quenched with saturated ammonium chloride. The resulting solution was extracted with ethyl acetate. The ethyl acetate extract was washed with wate... The reactants are O=C(Cl)C1CCCCC1, c1ccncc1, c1ccccc1, NC(=O)NC1CCN(CCc2c[nH]c3ccccc23)CC1. The product is O=C(NC(=O)C1CCCCC1)NC1CCN(CCc2c[nH]c3ccccc23)CC1. As a reaction SMILES: [CH:28]1([C:34](=[O:35])[Cl:36])[CH2:29][CH2:30][CH2:31][CH2:32][CH2:33]1.[cH:22]1[cH:23][cH:24][n:25][cH:26][cH:27]1.[cH:37]1[cH:38][cH:39][cH:40][cH:41][cH:42]1.[nH:1]1[cH:2][c:3]([CH2:10][CH2:11][N:12]2[CH2:13][CH2:14][CH:15]([NH:18][C:19](=[O:20])[NH2:21])[CH2:16][CH2:17]2)[c:4]2[cH:5][cH:6][cH:7][cH:8][c:9]12>>[nH:1]1[cH:2][c:3]([CH2:10][CH2:11][N:12]2[CH2:13][CH2:14][CH:15]([NH:18][C:19](=[O:20])[NH:21][C:34]([CH:28]3[CH2:29][CH2:30][CH2:31][CH2:32][CH2:33]3)=[O:35])[CH2:16][CH2:17]2)[c:4]2[cH:5][cH:6][cH:7][cH:8][c:9]12. Starting materials: C(C1=CC=CC=C1)(=O)\N=C/1\N(C2=C(C=NC(=C2)OCCN2CCCCC2)N1)C1CCN(CC1)C(=O)OC(C)(C)C ((E)-tert-butyl 4-(2-(benzoylimino)-6-(2-(piperidin-1-yl)ethoxy)-2,3-dihydro-1H-imidazo[4,5-c]pyridin-1-yl)piperidine-1-carboxylate), C(#N)C1=CC=C(C(=O)/N=C\2/N(C3=C(C=NC(=C3)OCCN3CCCCC3)N2)[C@@H]2CC[C@@H](CC2)C(=O)N2[C@@H](CNCC2)C)C=C1 ((E)-4-cyano-N-(1-(cis-4-((R)-2-methylpiperazine-1-carbonyl)cyclohexyl)-6-(2-(piperidin-1-yl)ethoxy)-1H-imidazo[4,5-c]pyridin-2(3H)-ylidene)benzamide). Yields the product N1(CCCCC1)CCOC1=CC2=C(C=N1)N/C(/N2C2CCNCC2)=N\C(C2=CC=CC=C2)=O ((E)-N-(6-(2-(Piperidin-1-yl)ethoxy)-1-(piperidin-4-yl)-1H-imidazo[4,5-c]pyridin-2(3H)-ylidene)benzamide). As a reaction SMILES: [C:1](/[N:9]=[C:10]1/[N:11]([CH:28]2[CH2:33][CH2:32][N:31](C(OC(C)(C)C)=O)[CH2:30][CH2:29]2)[C:12]2[CH:17]=[C:16]([O:18][CH2:19][CH2:20][N:21]3[CH2:26][CH2:25][CH2:24][CH2:23][CH2:22]3)[N:15]=[CH:14][C:13]=2[NH:27]/1)(=[O:8])[C:2]1[CH:7]=[CH:6][CH:5]=[CH:4][CH:3]=1.C(C1C=CC(C(/N=C2/N([C@H]3CC[C@@H](C(N4CCNC[C@H]4C)=O)CC3)C3C=C(OCCN4CCCCC4)N=CC=3N/2)=O)=CC=1)#N>>[N:21]1([CH2:20][CH2:19][O:18][C:16]2[N:15]=[CH:14][C:13]3[NH:27]/[C:10](=[N:9]\[C:1](=[O:8])[C:2]4[CH:7]=[CH:6][CH:5]=[CH:4][CH:3]=4)/[N:11]([CH:28]4[CH2:29][CH2:30][NH:31][CH2:32][CH2:33]4)[C:12]=3[CH:17]=2)[CH2:22][CH2:23][CH2:24][CH2:25][CH2:26]1. Procedure: The title compound was prepared from (E)-tert-butyl 4-(2-(benzoylimino)-6-(2-(piperidin-1-yl)ethoxy)-2,3-dihydro-1H-imidazo[4,5-c]pyridin-1-yl)piperidine-1-carboxylate using a method analogous to the preparation of (E)-4-cyano-N-(1-(cis-4-((R)-2-methylpiperazine-1-carbonyl)cyclohexyl)-6-(2-(piperidin-1-yl)ethoxy)-1H-imidazo[4,5-c]pyridin-2(3H)-ylidene)benzamide (1.9 g, 97%). MS m/z=449.2 [M+H]. Calc'd for C25H32N6O2: 448.3. 1H NMR (400 MHz, DMSO-d6) δ ppm 1.16-1.29 (m, 2H) 1.31-1.42 (m, 2H) 1.41... The reactants are C(C)OC(=O)C=1N(C(=C(C1C)C(=O)OCC)C)C (1,3,5-trimethylpyrrole-2,4-dicarboxylic acid diethyl ester). The solvent is S(O)(O)(=O)=O (sulfuric acid). The product is CN1C(=C(C(=C1C)C(=O)O)C)C(=O)OCC (1,3,5-trimethyl-2-carbethoxypyrrole-4-carboxylic acid). Reaction SMILES: [CH2:1]([O:3][C:4]([C:6]1[N:7]([CH3:18])[C:8]([CH3:17])=[C:9]([C:12]([O:14]CC)=[O:13])[C:10]=1[CH3:11])=[O:5])[CH3:2]>S(=O)(=O)(O)O>[CH3:18][N:7]1[C:8]([CH3:17])=[C:9]([C:12]([OH:14])=[O:13])[C:10]([CH3:11])=[C:6]1[C:4]([O:3][CH2:1][CH3:2])=[O:5]. Procedure: The starting material is prepared as follows: The mixture of 11.9 g of 1,3,5-trimethylpyrrole-2,4-dicarboxylic acid diethyl ester and 50 ml of concentrated sulfuric acid is heated on the steam cone for 1 hour. The resulting solution is poured on to ice, the precipitate collected and washed with water. It it taken up in aqueous sodium carbonate, the solution filtered and the filtrate acidified with 5 N hydrochloric acid. The precipitate formed is collected, washed with water, dried and recrystall... Starting materials: CO, CN, CC#N, O=C(CCl)Nc1cn2nc(Oc3cccc(NC(=O)c4cccc(C(F)(F)F)c4)c3)ccc2n1. Product: CNCC(=O)Nc1cn2nc(Oc3cccc(NC(=O)c4cccc(C(F)(F)F)c4)c3)ccc2n1. As a reaction SMILES: [CH3:35][OH:36].[CH3:37][NH2:38].[CH3:39][C:40]#[N:41].[Cl:1][CH2:2][C:3](=[O:4])[NH:5][c:6]1[n:7][c:8]2[n:9]([n:10][c:11]([O:14][c:15]3[cH:16][c:17]([NH:21][C:22]([c:23]4[cH:24][c:25]([C:29]([F:30])([F:31])[F:32])[cH:26][cH:27][cH:28]4)=[O:33])[cH:18][cH:19][cH:20]3)[cH:12][cH:13]2)[cH:34]1>>[CH2:2]([C:3](=[O:4])[NH:5][c:6]1[n:7][c:8]2[n:9]([n:10][c:11]([O:14][c:15]3[cH:16][c:17]([NH:21][C:22]([c:23]4[cH:24][c:25]([C:29]([F:30])([F:31])[F:32])[cH:26][cH:27][cH:28]4)=[O:33])[cH:18][cH:19][cH:20]3)[cH:12][cH:13]2)[cH:34]1)[NH:38][CH3:37].